From a dataset of the Open Reaction Database (ORD), a public repository of structured organic reaction records. describe an organic reaction: reactants, conditions, products, and yield Reactants: C(=O)([O-])[O-].[K+].[K+] (K2CO3), BrCC(=O)OCC (ethyl 2-bromoacetate), ClC1=C(COC2=CC3=C(C(=C(S3)C(=O)OCC)O)C=C2)C=CC(=C1)Cl (ethyl 6-((2,4-dichlorobenzyl)oxy)-3-hydroxy-1-benzothiophene-2-carboxylate). The solvent is O (water), CN(C)C=O (DMF). Conditions: time 16 hour. Yields the product ClC1=C(COC2=CC3=C(C(=C(S3)C(=O)OCC)OCC(=O)OCC)C=C2)C=CC(=C1)Cl (Ethyl 6-((2,4-dichlorobenzyl)oxy)-3-(2-ethoxy-2-oxoethoxy)-1-benzothiophene-2-carboxylate). Reaction SMILES: [Cl:1][C:2]1[CH:24]=[C:23]([Cl:25])[CH:22]=[CH:21][C:3]=1[CH2:4][O:5][C:6]1[CH:20]=[CH:19][C:9]2[C:10]([OH:18])=[C:11]([C:13]([O:15][CH2:16][CH3:17])=[O:14])[S:12][C:8]=2[CH:7]=1.C([O-])([O-])=O.[K+].[K+].Br[CH2:33][C:34]([O:36][CH2:37][CH3:38])=[O:35]>CN(C=O)C.O>[Cl:1][C:2]1[CH:24]=[C:23]([Cl:25])[CH:22]=[CH:21][C:3]=1[CH2:4][O:5][C:6]1[CH:20]=[CH:19][C:9]2[C:10]([O:18][CH2:33][C:34]([O:36][CH2:37][CH3:38])=[O:35])=[C:11]([C:13]([O:15][CH2:16][CH3:17])=[O:14])[S:12][C:8]=2[CH:7]=1 |f:1.2.3|. Procedure: To a mixture of ethyl 6-((2,4-dichlorobenzyl)oxy)-3-hydroxy-1-benzothiophene-2-carboxylate (200 mg) in DMF (dry) (5.0 mL) were added K2CO3 (104 mg) and ethyl 2-bromoacetate (0.084 mL). The mixture was stirred at room temperature for 16 h. The mixture was diluted with water and extracted with EtOAc. The combined organic layer was washed successively with water and brine, dried over MgSO4, and concentrated in vacuo. The residue was purified by silica gel column chromatography (EtOAc/hexane) to giv... Starting materials: C(C(C)C)NCC(C)C (di-i-butylamine), CCN(C(C)C)C(C)C (DIEA), CC(C(=O)C=1OC2=C(C1CC(=O)O)C=C(C=C2)OC)(C)C ([2-(2,2-dimethylpropanoyl)-5-methoxy-1-benzofuran-3-yl]acetic acid), C=1C=CC2=C(C1)N=NN2O (HOBt). The solvent is CN(C)C=O (DMF), C(CCl)Cl (EDC). Conditions: temperature 40 celsius. The product is CC(C(=O)C=1OC2=C(C1CC(=O)N(CC(C)C)CC(C)C)C=C(C=C2)OC)(C)C (2-[2-(2,2-Dimethylpropanoyl)-5-methoxy-1-benzofuran-3-yl]-N,N-diisobutylacetamide). Reaction SMILES: [CH3:1][C:2]([CH3:21])([CH3:20])[C:3]([C:5]1[O:6][C:7]2[CH:17]=[CH:16][C:15]([O:18][CH3:19])=[CH:14][C:8]=2[C:9]=1[CH2:10][C:11]([OH:13])=O)=[O:4].C1C=CC2N(O)N=NC=2C=1.[CH2:32]([NH:36][CH2:37][CH:38]([CH3:40])[CH3:39])[CH:33]([CH3:35])[CH3:34].CCN(C(C)C)C(C)C>CN(C=O)C.C(Cl)CCl>[CH3:1][C:2]([CH3:20])([CH3:21])[C:3]([C:5]1[O:6][C:7]2[CH:17]=[CH:16][C:15]([O:18][CH3:19])=[CH:14][C:8]=2[C:9]=1[CH2:10][C:11]([N:36]([CH2:37][CH:38]([CH3:40])[CH3:39])[CH2:32][CH:33]([CH3:35])[CH3:34])=[O:13])=[O:4]. Procedure details: Dissolve a mixture of 17 mg [2-(2,2-dimethylpropanoyl)-5-methoxy-1-benzofuran-3-yl]acetic acid from the Step B Example 1 and 18.5 mg HOBt in 1 mL dry DMF. Add 15.4 μL di-i-butylamine followed by 23.0 mg EDC and 35 μL DIEA. This solution was heated at 40° C. for 2 hours. It was purified directly on RP-HPLC using 65-100% MeCN gradient. The fractions containing pure product were pooled and lyophilized to give the title compound. LC-MS: 4.42 min. (m/Z=318.2, 402.2, 424.2). The solvent is FC(C(=O)O)(F)F (trifluoroacetic acid). Product: N1[C@@H](CCC1=O)C(=O)N[C@@H](CC1=CNC=N1)C(=O)N[C@@H](CC1=CNC2=CC=CC=C12)C(=O)N[C@@H](CO)C(=O)N[C@@H](CC1=CC=C(C=C1)O)C(=O)NCC(=O)N[C@@H](CC(C)C)C(=O)N[C@@H](CCCNC(N)=N)C(=O)N1[C@H](C(=O)NCC(=O)N)CCC1 (L-Pyroglutamyl-L-histidyl-L-tryptophyl-L-seryl-L-tyrosylglycyl-L-leucyl-L-arginyl-L-prolylglycinamide). Reaction SMILES: [NH:1]1[C:5](=[O:6])[CH2:4][CH2:3][C@H:2]1[C:7]([NH:9][C@H:10]([C:17]([NH:19][C@H:20]([C:31]([NH:33][C@H:34]([C:37]([NH:39][C@H:40]([C:49]([NH:51][CH2:52][C:53]([NH:55][C@H:56]([C:61]([NH:63][C@H:64]([C:98]([N:100]1[CH2:111][CH2:110][CH2:109][C@H:101]1[C:102]([NH:104][CH2:105][C:106]([NH2:108])=[O:107])=[O:103])=[O:99])[CH2:65][CH2:66][CH2:67][N:68](C(OC12CC3CC(CC(C3)C1)C2)=O)[C:69](=[NH:84])[NH:70]C(OC12CC3CC(CC(C3)C1)C2)=O)=[O:62])[CH2:57][CH:58]([CH3:60])[CH3:59])=[O:54])=[O:50])[CH2:41][C:42]1[CH:47]=[CH:46][C:45]([OH:48])=[CH:44][CH:43]=1)=[O:38])[CH2:35][OH:36])=[O:32])[CH2:21][C:22]1[C:30]2[C:25](=[CH:26][CH:27]=[CH:28][CH:29]=2)[NH:24][CH:23]=1)=[O:18])[CH2:11][C:12]1[N:16]=[CH:15][NH:14][CH:13]=1)=[O:8].C(OCC)C>FC(F)(F)C(O)=O>[NH:1]1[C:5](=[O:6])[CH2:4][CH2:3][C@H:2]1[C:7]([NH:9][C@H:10]([C:17]([NH:19][C@H:20]([C:31]([NH:33][C@H:34]([C:37]([NH:39][C@H:40]([C:49]([NH:51][CH2:52][C:53]([NH:55][C@H:56]([C:61]([NH:63][C@H:64]([C:98]([N:100]1[CH2:111][CH2:110][CH2:109][C@H:101]1[C:102]([NH:104][CH2:105][C:106]([NH2:108])=[O:107])=[O:103])=[O:99])[CH2:65][CH2:66][CH2:67][NH:68][C:69](=[NH:70])[NH2:84])=[O:62])[CH2:57][CH:58]([CH3:60])[CH3:59])=[O:54])=[O:50])[CH2:41][C:42]1[CH:43]=[CH:44][C:45]([OH:48])=[CH:46][CH:47]=1)=[O:38])[CH2:35][OH:36])=[O:32])[CH2:21][C:22]1[C:30]2[C:25](=[CH:26][CH:27]=[CH:28][CH:29]=2)[NH:24][CH:23]=1)=[O:18])[CH2:11][C:12]1[N:16]=[CH:15][NH:14][CH:13]=1)=[O:8]. Run at time 15 minute. The reactants are N1[C@@H](CCC1=O)C(=O)N[C@@H](CC1=CNC=N1)C(=O)N[C@@H](CC1=CNC2=CC=CC=C12)C(=O)N[C@@H](CO)C(=O)N[C@@H](CC1=CC=C(C=C1)O)C(=O)NCC(=O)N[C@@H](CC(C)C)C(=O)N[C@@H](CCCN(C(NC(=O)OC12CC3CC(CC(C1)C3)C2)=N)C(=O)OC23CC1CC(CC(C2)C1)C3)C(=O)N3[C@H](C(=O)NCC(=O)N)CCC3 (L-pyroglutamyl-L-histidyl-L-tryptophyl-L-seryl-L-tyrosylglycyl-L-leucyl-Nδ,Nω-bisadamantyloxycarbonyl-L-arginyl-L-prolylglycinamide), C(C)OCC (ethyl ether). Reported procedure: A solution of L-pyroglutamyl-L-histidyl-L-tryptophyl-L-seryl-L-tyrosylglycyl-L-leucyl-Nδ,Nω-bisadamantyloxycarbonyl-L-arginyl-L-prolylglycinamide (XXI) (1.54 g) in trifluoroacetic acid (TFA) (5 ml) is allowed to stand at room temperature for 15 minutes. Absolute ethyl ether (25 ml) is then added to the reaction mixture and the precipitate is collected by filtration and washed thoroughly with absolute ethyl ether. The precipitate is dried in vacuo to give L-pyroglutamyl-L-histidyl-L-tryptophyl-L-... Starting materials: O=C(Cl)c1ccc(Br)cc1, C1CCOC1, Sc1ccccn1. The product is O=C(Sc1ccccn1)c1ccc(Br)cc1. Reaction SMILES: [Br:1][c:2]1[cH:3][cH:4][c:5]([C:6](=[O:7])[Cl:8])[cH:9][cH:10]1.[CH2:18]1[O:19][CH2:20][CH2:21][CH2:22]1.[SH:11][c:12]1[n:13][cH:14][cH:15][cH:16][cH:17]1>>[Br:1][c:2]1[cH:3][cH:4][c:5]([C:6](=[O:7])[S:11][c:12]2[n:13][cH:14][cH:15][cH:16][cH:17]2)[cH:9][cH:10]1. Product: CC(=O)OCc1c(-c2cn(C)c(=O)c(Nc3ccc(C4CN(C)C4)cc3)n2)cc(F)cc1N1CCc2c(sc3c2CC(C)(C)C3)C1=O. Reactants: CN1CC(c2ccc(Nc3nc(Br)cn(C)c3=O)cc2)C1, CC(=O)OCc1c(B2OC(C)(C)C(C)(C)O2)cc(F)cc1N1CCc2c(sc3c2CC(C)(C)C3)C1=O, CC(=O)[O-], CC#N, [K+], [K+], [K+], [Na+], O, O=P([O-])([O-])[O-]. As a reaction SMILES: [Br:37][c:38]1[n:39][c:40]([NH:46][c:47]2[cH:48][cH:49][c:50]([CH:53]3[CH2:54][N:55]([CH3:57])[CH2:56]3)[cH:51][cH:52]2)[c:41](=[O:45])[n:42]([CH3:44])[cH:43]1.[C:1]([CH3:2])(=[O:3])[O:4][CH2:5][c:6]1[c:7]([N:22]2[C:23](=[O:36])[c:24]3[s:25][c:26]4[c:30]([c:31]3[CH2:32][CH2:33]2)[CH2:29][C:28]([CH3:34])([CH3:35])[CH2:27]4)[cH:8][c:9]([F:21])[cH:10][c:11]1[B:12]1[O:13][C:14]([CH3:15])([CH3:16])[C:17]([CH3:18])([CH3:19])[O:20]1.[C:66]([O-:67])(=[O:68])[CH3:69].[CH3:71][C:72]#[N:73].[K+:63].[K+:64].[K+:65].[Na+:70].[OH2:74].[P:58]([O-:59])([O-:60])([O-:61])=[O:62]>>[C:1]([CH3:2])(=[O:3])[O:4][CH2:5][c:6]1[c:7]([N:22]2[C:23](=[O:36])[c:24]3[s:25][c:26]4[c:30]([c:31]3[CH2:32][CH2:33]2)[CH2:29][C:28]([CH3:34])([CH3:35])[CH2:27]4)[cH:8][c:9]([F:21])[cH:10][c:11]1-[c:38]1[n:39][c:40]([NH:46][c:47]2[cH:48][cH:49][c:50]([CH:53]3[CH2:54][N:55]([CH3:57])[CH2:56]3)[cH:51][cH:52]2)[c:41](=[O:45])[n:42]([CH3:44])[cH:43]1. The reactants are O=C([O-])[O-], CCOC(=O)C1(CCCn2c(=O)ccc3ccc(OC)cc32)CCNCC1, CCOC(C)=O, CN(C)C=O, ClCC=Cc1ccccc1, [I-], [K+], [K+], [K+], O. Yields the product CCOC(=O)C1(CCCn2c(=O)ccc3ccc(OC)cc32)CCN(CC=Cc2ccccc2)CC1. RXN SMILES: [C:28](=[O:29])([O-:30])[O-:31].[CH3:1][O:2][c:3]1[cH:4][cH:5][c:6]2[cH:7][cH:8][c:9](=[O:27])[n:10]([CH2:13][CH2:14][CH2:15][C:16]3([C:22](=[O:23])[O:24][CH2:25][CH3:26])[CH2:17][CH2:18][NH:19][CH2:20][CH2:21]3)[c:11]2[cH:12]1.[CH3:46][CH2:47][O:48][C:49](=[O:50])[CH3:51].[CH3:53][N:54]([CH3:55])[CH:56]=[O:57].[Cl:34][CH2:35][CH:36]=[CH:37][c:38]1[cH:39][cH:40][cH:41][cH:42][cH:43]1.[I-:45].[K+:32].[K+:33].[K+:44].[OH2:52]>>[CH3:1][O:2][c:3]1[cH:4][cH:5][c:6]2[cH:7][cH:8][c:9](=[O:27])[n:10]([CH2:13][CH2:14][CH2:15][C:16]3([C:22](=[O:23])[O:24][CH2:25][CH3:26])[CH2:17][CH2:18][N:19]([CH2:35][CH:36]=[CH:37][c:38]4[cH:39][cH:40][cH:41][cH:42][cH:43]4)[CH2:20][CH2:21]3)[c:11]2[cH:12]1. Reactants: FC=1C=C(C=CC1I)N1C(O[C@H](C1)CN1N=NC(=C1)C)=O ((5R)-3-(3-Fluoro-4-iodophenyl)-5-[(4-methyl-1H-1,2,3-triazol-1-yl)methyl]-1,3-oxazolidin-2-one), C[Sn](C1=CC=C(S1)C1=NOC(C1)CO)(C)C ({3-[5-(trimethylstannyl)thien-2-yl]4,5-dihydroisoxazol-5-yl}methanol), O1C(=CC=C1)P(C=1OC=CC1)C=1OC=CC1 (tri-2-furylphosphine). The reagents and catalysts are C1=CC=C(C=C1)/C=C/C(=O)/C=C/C2=CC=CC=C2.C1=CC=C(C=C1)/C=C/C(=O)/C=C/C2=CC=CC=C2.C1=CC=C(C=C1)/C=C/C(=O)/C=C/C2=CC=CC=C2.C(Cl)(Cl)Cl.[Pd].[Pd] (tris(dibenzylideneacetone) dipalladium (0)-chloroform adduct). Reaction conditions: temperature 90 celsius. Product: FC=1C=C(C=CC1C=1SC(=CC1)C1=NOC(C1)CO)N1C(O[C@H](C1)CN1N=NC(=C1)C)=O ((5R)-3-(3-Fluoro-4-{5-[5-(hydroxymethyl)-4,5-dihydroisoxazol-3-yl]thien-2-yl}phenyl)-5-[(4-methyl-1H-1,2,3-triazol-1-yl)methyl]-1,3-oxazolidin-2-one). Isolated yield 60.6%. As a reaction SMILES: [F:1][C:2]1[CH:3]=[C:4]([N:9]2[CH2:13][C@H:12]([CH2:14][N:15]3[CH:19]=[C:18]([CH3:20])[N:17]=[N:16]3)[O:11][C:10]2=[O:21])[CH:5]=[CH:6][C:7]=1I.C[Sn](C)(C)[C:24]1[S:28][C:27]([C:29]2[CH2:33][CH:32]([CH2:34][OH:35])[O:31][N:30]=2)=[CH:26][CH:25]=1.O1C=CC=C1P(C1OC=CC=1)C1OC=CC=1>C1C=CC(/C=C/C(/C=C/C2C=CC=CC=2)=O)=CC=1.C1C=CC(/C=C/C(/C=C/C2C=CC=CC=2)=O)=CC=1.C1C=CC(/C=C/C(/C=C/C2C=CC=CC=2)=O)=CC=1.C(Cl)(Cl)Cl.[Pd].[Pd]>[F:1][C:2]1[CH:3]=[C:4]([N:9]2[CH2:13][C@H:12]([CH2:14][N:15]3[CH:19]=[C:18]([CH3:20])[N:17]=[N:16]3)[O:11][C:10]2=[O:21])[CH:5]=[CH:6][C:7]=1[C:24]1[S:28][C:27]([C:29]2[CH2:33][CH:32]([CH2:34][OH:35])[O:31][N:30]=2)=[CH:26][CH:25]=1 |f:3.4.5.6.7.8|. Procedure: (5R)-3-(3-Fluoro-4-iodophenyl)-5-[(4-methyl-1H-1,2,3-triazol-1-yl)methyl]-1,3-oxazolidin-2-one (232 mg, 0.58 mM), {3-[5-(trimethylstannyl)thien-2-yl]4,5-dihydroisoxazol-5-yl}methanol (200 mg, 0.58 mM), tris(dibenzylideneacetone) dipalladium (0)-chloroform adduct (60 mg, 0.058 mM) and tri-2-furylphosphine (27 mg, 0.116 mM) were placed in a flask. The solids were degassed and placed under nitrogen. Anhydrous dioxane (5 ml) was added and the suspension was heated at 90° C. for 16 hours. The reactio...